Dataset: the Open Reaction Database (ORD), a public repository of structured organic reaction records. Task: describe an organic reaction: reactants, conditions, products, and yield Reactants: ClCCl, Nc1ccc(Oc2ncnc3c2ncn3C2CCCCO2)cc1, O=C(Cc1ccccc1)N=C=S. Yields the product O=C(Cc1ccccc1)NC(=S)Nc1ccc(Oc2ncnc3c2ncn3C2CCCCO2)cc1. RXN SMILES: [Cl:36][CH2:37][Cl:38].[O:1]1[CH:2]([n:7]2[c:8]3[n:9][cH:10][n:11][c:12]([O:16][c:17]4[cH:18][cH:19][c:20]([NH2:23])[cH:21][cH:22]4)[c:13]3[n:14][cH:15]2)[CH2:3][CH2:4][CH2:5][CH2:6]1.[c:24]1([CH2:30][C:31](=[O:32])[N:33]=[C:34]=[S:35])[cH:25][cH:26][cH:27][cH:28][cH:29]1>>[O:1]1[CH:2]([n:7]2[c:8]3[n:9][cH:10][n:11][c:12]([O:16][c:17]4[cH:18][cH:19][c:20]([NH:23][C:34]([NH:33][C:31]([CH2:30][c:24]5[cH:25][cH:26][cH:27][cH:28][cH:29]5)=[O:32])=[S:35])[cH:21][cH:22]4)[c:13]3[n:14][cH:15]2)[CH2:3][CH2:4][CH2:5][CH2:6]1. Starting materials: O (water), C(C)(=O)[O-].[Na+] (sodium acetate), CC1=CC=C(C=O)C=C1 (p-methyl benzaldehyde), ClC=1C(=NC=CC1)C=1C=C(N)C=C(C1)C1=NC=2C(=NC=CC2)N1 (3-(3-chloropyridin-2-yl)-5-(3H-imidazo[4,5-b]pyridin-2-yl)aniline). The solvent is C(Cl)Cl.CO (CH2Cl2 MeOH). Reaction conditions: time 8 hour. Yields the product ClC=1C(=NC=CC1)C=1C=C(NCC2=CC=C(C=C2)C)C=C(C1)C1=NC=2C(=NC=CC2)N1 (3-(3-chloropyridin-2-yl)-5-(3H-imidazo[4,5-b]pyridin-2-yl)-N-(4-methylbenzyl)aniline). The yield is 47.0%. Reaction SMILES: [Cl:1][C:2]1[C:3]([C:8]2[CH:9]=[C:10]([CH:12]=[C:13]([C:15]3[NH:23][C:18]4=[N:19][CH:20]=[CH:21][CH:22]=[C:17]4[N:16]=3)[CH:14]=2)[NH2:11])=[N:4][CH:5]=[CH:6][CH:7]=1.C([O-])(=O)C.[Na+].[CH3:29][C:30]1[CH:37]=[CH:36][C:33]([CH:34]=O)=[CH:32][CH:31]=1.O>C(Cl)Cl.CO>[Cl:1][C:2]1[C:3]([C:8]2[CH:9]=[C:10]([CH:12]=[C:13]([C:15]3[NH:23][C:18]4=[N:19][CH:20]=[CH:21][CH:22]=[C:17]4[N:16]=3)[CH:14]=2)[NH:11][CH2:29][C:30]2[CH:37]=[CH:36][C:33]([CH3:34])=[CH:32][CH:31]=2)=[N:4][CH:5]=[CH:6][CH:7]=1 |f:1.2,5.6|. Procedure: NaCNBH4 (15.5 mg, 0.25 mmol) was added to a solution of Example 183 (32.1 mg, 0.1 mmol) in CH2Cl2-MeOH (2 mL) containing sodium acetate (12.3 mg, 0.15 mmol) and p-methyl benzaldehyde (14.4 mg, 0.12 mmol) at 0° C. The resulting suspension was stirred overnight and water (50 mL) was slowly added and the mixture extracted with CH2Cl2 (3×50 mL). The combined organic layers were washed with brine, dried (MgSO4), filtered and concentrated in vacuo. The resulting material was purified by LCMS (acetonit... Reactants: Cc1nc(-c2ccc(C(F)(F)F)cc2)sc1CO, ClC(Cl)Cl. The product is Cc1nc(-c2ccc(C(F)(F)F)cc2)sc1C=O. Reaction SMILES: [CH3:1][c:2]1[n:3][c:4](-[c:9]2[cH:10][cH:11][c:12]([C:15]([F:16])([F:17])[F:18])[cH:13][cH:14]2)[s:5][c:6]1[CH2:7][OH:8].[CH:19]([Cl:20])([Cl:21])[Cl:22]>>[CH3:1][c:2]1[n:3][c:4](-[c:9]2[cH:10][cH:11][c:12]([C:15]([F:16])([F:17])[F:18])[cH:13][cH:14]2)[s:5][c:6]1[CH:7]=[O:8]. Starting materials: ice, N1(CCOCC1)C1=CC=C(C=N1)C1=CC=2N(C=C1)C(=CN2)C2=CC=C(CNC(=O)NC1=CC(=CC=C1)C(F)(F)F)C=C2 (1-{4-[7-(6-Morpholin-4-yl-pyridin-3-yl)-imidazo[1,2-a]pyridin-3-yl]-benzyl}-3-(3-trifluoromethyl-phenyl)-urea), N1CCNCC1 (piperazine), C(=O)([O-])[O-].[K+].[K+] (K2CO3). Solvent: CS(=O)C (DMSO). Run at temperature 80 celsius, time 8 hour. Yields the product CNC1=CC=C(C=N1)C1=CC=2N(C=C1)C(=CN2)C2=CC=C(CNC(=O)NC1=CC(=CC=C1)C(F)(F)F)C=C2 (1-{4-[7-(6-Methylamino-pyridin-3-yl)-imidazo[1,2-a]pyridin-3-yl]-benzyl}-3-(3-trifluoromethyl-phenyl)-urea). Yield: 75.9%. Reaction SMILES: [N:1]1([C:7]2[N:12]=[CH:11][C:10]([C:13]3[CH:18]=[CH:17][N:16]4[C:19]([C:22]5[CH:42]=[CH:41][C:25]([CH2:26][NH:27][C:28]([NH:30][C:31]6[CH:36]=[CH:35][CH:34]=[C:33]([C:37]([F:40])([F:39])[F:38])[CH:32]=6)=[O:29])=[CH:24][CH:23]=5)=[CH:20][N:21]=[C:15]4[CH:14]=3)=[CH:9][CH:8]=2)CCOC[CH2:2]1.C([O-])([O-])=O.[K+].[K+].N1CCNCC1>CS(C)=O>[CH3:2][NH:1][C:7]1[N:12]=[CH:11][C:10]([C:13]2[CH:18]=[CH:17][N:16]3[C:19]([C:22]4[CH:23]=[CH:24][C:25]([CH2:26][NH:27][C:28]([NH:30][C:31]5[CH:36]=[CH:35][CH:34]=[C:33]([C:37]([F:40])([F:38])[F:39])[CH:32]=5)=[O:29])=[CH:41][CH:42]=4)=[CH:20][N:21]=[C:15]3[CH:14]=2)=[CH:9][CH:8]=1 |f:1.2.3|. Reported procedure: Dissolve 1-{4-[7-(6-Morpholin-4-yl-pyridin-3-yl)-imidazo[1,2-a]pyridin-3-yl]-benzyl}-3-(3-trifluoromethyl-phenyl)-urea (0.220 g, 0.435 mmol, 1.0 eq.) in DMSO (2 mL). Add K2CO3 (0.120 g, 0.870 mmol, 2.0 eq.). Add piperazine (0.150 g, 1.74 mmol, 4.0 eq.). Stir the reaction mixture at 80° C. overnight under nitrogen. Pour the reaction mixture into 40 mL of ice and filter. Purify the yellow solid by silica gel chromatography using a 0-5% MeOH/DCM gradient to give the title compound 0.170 g (0.33 mmo...